This data is from the Open Reaction Database (ORD), a public repository of structured organic reaction records. The task is: describe an organic reaction: reactants, conditions, products, and yield The reactants are CC1(C)COC(CCc2cc(C(C)(C)C)c(O)c(C(C)(C)C)c2)=N1, CC(C)O, Cl, [Na+], [OH-], O. Yields the product CC(C)(N)COC(=O)CCc1cc(C(C)(C)C)c(O)c(C(C)(C)C)c1. Reaction SMILES: [C:1]([CH3:2])([CH3:3])([CH3:4])[c:5]1[cH:6][c:7]([CH2:16][CH2:17][C:18]2=[N:22][C:21]([CH3:23])([CH3:24])[CH2:20][O:19]2)[cH:8][c:9]([C:12]([CH3:13])([CH3:14])[CH3:15])[c:10]1[OH:11].[CH:25]([CH3:26])([CH3:27])[OH:28].[ClH:29].[Na+:31].[OH-:30].[OH2:32]>>[C:1]([CH3:2])([CH3:3])([CH3:4])[c:5]1[cH:6][c:7]([CH2:16][CH2:17][C:18]([O:19][CH2:20][C:21]([NH2:22])([CH3:23])[CH3:24])=[O:28])[cH:8][c:9]([C:12]([CH3:13])([CH3:14])[CH3:15])[c:10]1[OH:11]. Reactants: O=[N+]([O-])c1ccccc1SOCc1ccccc1, ClCCl, O=C(O)CNC(=O)OCc1ccccc1, c1ccc(P(c2ccccc2)c2ccccc2)cc1. Reaction SMILES: [CH2:35]([c:36]1[cH:37][cH:38][cH:39][cH:40][cH:41]1)[O:42][S:43][c:44]1[cH:45][cH:46][cH:47][cH:48][c:49]1[N+:50]([O-:51])=[O:52].[CH2:53]([Cl:54])[Cl:55].[OH:1][C:2](=[O:3])[CH2:4][NH:5][C:6](=[O:7])[O:8][CH2:9][c:10]1[cH:11][cH:12][cH:13][cH:14][cH:15]1.[c:16]1([P:17]([c:18]2[cH:19][cH:20][cH:21][cH:22][cH:23]2)[c:24]2[cH:25][cH:26][cH:27][cH:28][cH:29]2)[cH:30][cH:31][cH:32][cH:33][cH:34]1>>[O:1]=[C:2]([O:3][CH2:35][c:36]1[cH:37][cH:38][cH:39][cH:40][cH:41]1)[CH2:4][NH:5][C:6](=[O:7])[O:8][CH2:9][c:10]1[cH:11][cH:12][cH:13][cH:14][cH:15]1. Product: O=C(CNC(=O)OCc1ccccc1)OCc1ccccc1. The reactants are FC(C(=O)O)(F)F (Trifluoroacetic acid), COC1=C(C=CC(=C1)OC(F)(F)F)N1CCN(CC1)C(=O)OC(C)(C)C (1,1-dimethylethyl 4-[2-methoxy-4-(trifluoromethoxy)phenyl]-1-piperazinecarboxylate), C([O-])(O)=O.[Na+] (sodium bicarbonate). Solvent: ClCCl (dichloromethane). Reaction conditions: time 1 hour. Product: COC1=C(C=CC(=C1)OC(F)(F)F)N1CCNCC1 (1-[2-Methoxy-4-(trifluoromethoxy)phenyl]piperazine). Yield: 73.7%. RXN SMILES: FC(F)(F)C(O)=O.[CH3:8][O:9][C:10]1[CH:15]=[C:14]([O:16][C:17]([F:20])([F:19])[F:18])[CH:13]=[CH:12][C:11]=1[N:21]1[CH2:26][CH2:25][N:24](C(OC(C)(C)C)=O)[CH2:23][CH2:22]1.C(=O)(O)[O-].[Na+]>ClCCl>[CH3:8][O:9][C:10]1[CH:15]=[C:14]([O:16][C:17]([F:18])([F:19])[F:20])[CH:13]=[CH:12][C:11]=1[N:21]1[CH2:22][CH2:23][NH:24][CH2:25][CH2:26]1 |f:2.3|. Procedure: Trifluoroacetic acid (90 mL) was added to a stirred, cooled (0° C.) solution of 1,1-dimethylethyl 4-[2-methoxy-4-(trifluoromethoxy)phenyl]-1-piperazinecarboxylate (Description 17, 3.4 g) in dichloromethane (135 mL) and the mixture was stirred at room temperature for 1 h. The mixture was allowed to warm to room temperature, saturated aqueous sodium bicarbonate solution (380 mL) was added and the mixture was extracted with dichloromethane. The combined organic fractions were dried (MgSO4) and the ... Starting materials: C1(C(C2=CC=CC3=CC=CC1=C23)=O)=O (acenaphthenequinone), [OH-].[K+] (potassium hydroxide), [OH-].[K+] (potassium hydroxide), C1(=CC=CC=C1)CC(CC1=CC=CC=C1)=O (1,3-diphenyl-2-propanone). Run in C(C)O (ethanol), C(C)O (ethanol), C(C)O (ethanol). Product: C1(=CC=CC=C1)C=1C(C(=C2C1C1=CC=CC3=CC=CC2=C13)C1=CC=CC=C1)=O (7,9-diphenylcyclopenta[a]acenaphthylene-8-one). Yield: 71.3%. RXN SMILES: [C:1]1(=O)[C:11]2=[C:12]3[C:7](=[CH:8][CH:9]=[CH:10]2)[CH:6]=[CH:5][CH:4]=[C:3]3[C:2]1=O.[C:15]1([CH2:21][C:22](=[O:30])[CH2:23][C:24]2[CH:29]=[CH:28][CH:27]=[CH:26][CH:25]=2)[CH:20]=[CH:19][CH:18]=[CH:17][CH:16]=1.[OH-].[K+]>C(O)C>[C:24]1([C:23]2[C:22](=[O:30])[C:21]([C:15]3[CH:20]=[CH:19][CH:18]=[CH:17][CH:16]=3)=[C:2]3[C:3]4=[C:12]5[C:7](=[CH:6][CH:5]=[CH:4]4)[CH:8]=[CH:9][CH:10]=[C:11]5[C:1]=23)[CH:25]=[CH:26][CH:27]=[CH:28][CH:29]=1 |f:2.3|. Procedure details: An amount of 5.9 g (32.4 mmol) of acenaphthenequinone and 7.5 g (35.7 mmol) of 1,3-diphenyl-2-propanone were suspended in 150 ml of ethanol and a solution of 2 g of potassium hydroxide in ethanol was added. After the mixture was heated to the reflux temperature, the same amount of the solution of potassium hydroxide in ethanol was further added and allowed to react for five minutes. The solid substance deposited after cooled on ice was filtered and washed with ethanol to obtain 8.24 g (23.1 mmol... The reactants are CN(C1CCCCC1)C1CCCCC1, Cc1cc(C=O)cc2cn[nH]c12, COCCl, CCOC(C)=O, C1CCOC1. The product is COCn1cc2cc(C=O)cc(C)c2n1. Reaction SMILES: [CH3:13][N:14]([CH:15]1[CH2:16][CH2:17][CH2:18][CH2:19][CH2:20]1)[CH:21]1[CH2:22][CH2:23][CH2:24][CH2:25][CH2:26]1.[CH3:1][c:2]1[cH:3][c:4]([CH:11]=[O:12])[cH:5][c:6]2[cH:7][n:8][nH:9][c:10]12.[CH3:27][O:28][CH2:29][Cl:30].[CH3:36][CH2:37][O:38][C:39](=[O:40])[CH3:41].[O:31]1[CH2:32][CH2:33][CH2:34][CH2:35]1>>[CH3:1][c:2]1[cH:3][c:4]([CH:11]=[O:12])[cH:5][c:6]2[cH:7][n:8]([CH2:29][O:28][CH3:27])[n:9][c:10]12. The reactants are O=C=NCc1ccccc1, ClCCl, Nc1cc(CNc2ccccc2C(=O)Nc2cccc(C(F)(F)F)c2)ccn1. The product is O=C(NCc1ccccc1)Nc1cc(CNc2ccccc2C(=O)Nc2cccc(C(F)(F)F)c2)ccn1. Reaction SMILES: [CH2:29]([c:30]1[cH:31][cH:32][cH:33][cH:34][cH:35]1)[N:36]=[C:37]=[O:38].[CH2:39]([Cl:40])[Cl:41].[NH2:1][c:2]1[n:3][cH:4][cH:5][c:6]([CH2:8][NH:9][c:10]2[c:11]([C:12](=[O:13])[NH:14][c:15]3[cH:16][c:17]([C:21]([F:22])([F:23])[F:24])[cH:18][cH:19][cH:20]3)[cH:25][cH:26][cH:27][cH:28]2)[cH:7]1>>[NH:1]([c:2]1[n:3][cH:4][cH:5][c:6]([CH2:8][NH:9][c:10]2[c:11]([C:12](=[O:13])[NH:14][c:15]3[cH:16][c:17]([C:21]([F:22])([F:23])[F:24])[cH:18][cH:19][cH:20]3)[cH:25][cH:26][cH:27][cH:28]2)[cH:7]1)[C:37]([NH:36][CH2:29][c:30]1[cH:31][cH:32][cH:33][cH:34][cH:35]1)=[O:38]. Product: OC[C@@H]1CN(CC1)C(=O)C1=CC=C(C=C1)NC1=C2C3=C(C(NC2=NC=C1)=O)C=CC=C3 (1-[4-((S)-3-Hydroxymethyl-pyrrolidine-1-carbonyl)-phenylamino]-5H-benzo[c][1,8]naphthyridin-6-one), O=C1NC2=NC=CC(=C2C2=C1C=CC=C2)NC2=CC=C(C(=O)NC1=CC=CC=C1)C=C2 (4-(6-Oxo-5,6-dihydrobenzo[c][1,8]naphthyridin-1-ylamino)-N-phenylbenzamide). Procedure: The title compound was synthesized according to the procedure described for the preparation of Example 300 using the carboxylic acid intermediate from example 316 and (S)-1-pyrrolidin-3-yl-methanol to provide 317. LC-MS (M+H=407, obsd.=407). Reactants: FC1=CC=C(C=C1)NC(C1=CC=C(C=C1)NC1=C2C3=C(C(NC2=NC=C1)=O)C=CC=C3)=O (N-(4-Fluorophenyl)-4-(6-oxo-5,6-dihydrobenzo[c][1,8]naphthyridin-1-ylamino)benzamide), N1C[C@H](CC1)CO ((S)-1-pyrrolidin-3-yl-methanol). RXN SMILES: F[C:2]1[CH:7]=[CH:6][C:5]([NH:8][C:9](=[O:32])[C:10]2[CH:15]=[CH:14][C:13]([NH:16][C:17]3[CH:26]=[CH:25][N:24]=[C:23]4[C:18]=3[C:19]3[CH:31]=[CH:30][CH:29]=[CH:28][C:20]=3[C:21](=[O:27])[NH:22]4)=[CH:12][CH:11]=2)=[CH:4][CH:3]=1.[NH:33]1[CH2:37][CH2:36][C@H:35]([CH2:38][OH:39])[CH2:34]1>>[OH:39][CH2:38][C@H:35]1[CH2:36][CH2:37][N:33]([C:9]([C:10]2[CH:11]=[CH:12][C:13]([NH:16][C:17]3[CH:26]=[CH:25][N:24]=[C:23]4[C:18]=3[C:19]3[CH:31]=[CH:30][CH:29]=[CH:28][C:20]=3[C:21](=[O:27])[NH:22]4)=[CH:14][CH:15]=2)=[O:32])[CH2:34]1.[O:27]=[C:21]1[C:20]2[CH:28]=[CH:29][CH:30]=[CH:31][C:19]=2[C:18]2[C:23](=[N:24][CH:25]=[CH:26][C:17]=2[NH:16][C:13]2[CH:14]=[CH:15][C:10]([C:9]([NH:8][C:5]3[CH:4]=[CH:3][CH:2]=[CH:7][CH:6]=3)=[O:32])=[CH:11][CH:12]=2)[NH:22]1. Reactants: [I-].[K+] (potassium iodide), ClC=1C=C(C=CC1)N1CCN(CC1)CCCN1NC(=NC1=O)CC (2-[3-[4-(3-chlorophenyl)-1-piperazinyl]propyl]-5-ethyl-1H-1,2,4-triazol-3(2H)-one), O(C1=CC=CC=C1)CCBr (phenoxyethyl bromide), C([O-])([O-])=O.[K+].[K+] (potassium carbonate), Cl (hydrochloride), ClC=1C=C(C=CC1)N1CCN(CC1)CCCN1N=C(N(C1=O)CCOC1=CC=CC=C1)CC (2-[3-[4-(3-chlorophenyl)-1-piperazinyl]propyl]-5-ethyl-4-(2-phenoxyethyl)-2H-1,2,4-triazol-3(4H)-one), C([O-])([O-])=O.[K+].[K+] (Potassium Carbonate), free base. Solvent: C(C)O (ethanol), C(C)#N (acetonitrile), C(C)#N (Acetonitrile). The product is Cl.O(C1=CC=CC=C1)CCN1N=CNC1=O (2-phenoxyethyl-2H-1,2,4-triazol-3(4H)-one hydrochloride). Yield: 53.0%. As a reaction SMILES: C(=O)([O-])[O-].[K+].[K+].[Cl:7]C1C=C(N2CCN(C[CH2:21][CH2:22][N:23]3[C:27](=[O:28])[N:26]=[C:25](CC)[NH:24]3)CC2)C=CC=1.[O:31](CCBr)[C:32]1[CH:37]=[CH:36][CH:35]=[CH:34][CH:33]=1.[I-].[K+].ClC1C=C(N2CCN(CCCN3C(=O)N(CCOC4C=CC=CC=4)C(CC)=N3)CC2)C=CC=1.Cl>C(#N)C.C(O)C>[ClH:7].[O:31]([CH2:21][CH2:22][N:23]1[C:27](=[O:28])[NH:26][CH:25]=[N:24]1)[C:32]1[CH:37]=[CH:36][CH:35]=[CH:34][CH:33]=1 |f:0.1.2,5.6,11.12|. Reported procedure: Reaction in Acetonitrile With Potassium Carbonate. A mixture of 2-[3-[4-(3-chlorophenyl)-1-piperazinyl]propyl]-5-ethyl-1H-1,2,4-triazol-3(2H)-one (15 g., 0.043 mole), phenoxyethyl bromide (8.62 g., 0.043 mole), potassium carbonate (11.9 g., 0.086 mole) and a trace of potassium iodide in 100 ml. of acetonitrile is refluxed for a 64 hr. period. The reaction mixture is filtered, the filtrate concentrated under reduced pressure and residual material taken up in ether and filtered. Concentration of t...